From a dataset of the Open Reaction Database (ORD), a public repository of structured organic reaction records. describe an organic reaction: reactants, conditions, products, and yield Reactants: FC1=CC=C(C=C1)N1N=CC2=CC(=CC=C12)C(C(C(C)O)(C)C)C1=CC=CC=C1 (4-(1-(4-fluorophenyl)-1H-indazol-5-yl)-3,3-dimethyl-4-phenylbutan-2-ol), CC(=O)OI1(C=2C=CC=CC2C(=O)O1)(OC(=O)C)OC(=O)C (Dess-Martin periodinane). The solvent is C(Cl)Cl (DCM). Reaction conditions: time 45 minute. The product is FC1=CC=C(C=C1)N1N=CC2=CC(=CC=C12)C(C(C(C)=O)(C)C)C1=CC=CC=C1 (4-(1-(4-fluorophenyl)-1H-indazol-5-yl)-3,3-dimethyl-4-phenylbutan-2-one). Yield: 102.1%. As a reaction SMILES: [F:1][C:2]1[CH:7]=[CH:6][C:5]([N:8]2[C:16]3[C:11](=[CH:12][C:13]([CH:17]([C:24]4[CH:29]=[CH:28][CH:27]=[CH:26][CH:25]=4)[C:18]([CH3:23])([CH3:22])[CH:19]([OH:21])[CH3:20])=[CH:14][CH:15]=3)[CH:10]=[N:9]2)=[CH:4][CH:3]=1.CC(OI1(OC(C)=O)(OC(C)=O)OC(=O)C2C=CC=CC1=2)=O>C(Cl)Cl>[F:1][C:2]1[CH:3]=[CH:4][C:5]([N:8]2[C:16]3[C:11](=[CH:12][C:13]([CH:17]([C:24]4[CH:25]=[CH:26][CH:27]=[CH:28][CH:29]=4)[C:18]([CH3:23])([CH3:22])[C:19](=[O:21])[CH3:20])=[CH:14][CH:15]=3)[CH:10]=[N:9]2)=[CH:6][CH:7]=1. Reported procedure: 4-(1-(4-fluorophenyl)-1H-indazol-5-yl)-3,3-dimethyl-4-phenylbutan-2-ol (15 mg, 0.038 mmol) in DCM (1 ml) was treated with commercially available Dess-Martin periodinane (25 mg, 0.058 mmol). The reaction was complete in 45 minutes and was filtered through a plug of SiO2 using DCM/hexane (3:1) and concentrated to give the crude product. The crude material was purified via chromatography on silica gel eluting with 14% ethyl acetate in hexane to afford 4-(1-(4-fluorophenyl)-1H-indazol-5-yl)-3,3-dime... Reactants: ClCCl, COC(=O)c1c(C)nc(N)c(CO)c1-c1ccc2c(c1)CCCO2, O=[Cr](=O)([O-])Cl, c1cc[nH+]cc1. Product: COC(=O)c1c(C)nc(N)c(C=O)c1-c1ccc2c(c1)CCCO2. RXN SMILES: [Cl:36][CH2:37][Cl:38].[NH2:1][c:2]1[n:3][c:4]([CH3:24])[c:5]([C:6](=[O:7])[O:8][CH3:9])[c:10](-[c:14]2[cH:15][c:16]3[c:21]([cH:22][cH:23]2)[O:20][CH2:19][CH2:18][CH2:17]3)[c:11]1[CH2:12][OH:13].[O:25]=[Cr:26]([Cl:27])([O-:28])=[O:29].[nH+:30]1[cH:31][cH:32][cH:33][cH:34][cH:35]1>>[NH2:1][c:2]1[n:3][c:4]([CH3:24])[c:5]([C:6](=[O:7])[O:8][CH3:9])[c:10](-[c:14]2[cH:15][c:16]3[c:21]([cH:22][cH:23]2)[O:20][CH2:19][CH2:18][CH2:17]3)[c:11]1[CH:12]=[O:13]. Reactants: N#Cc1cccc(CBr)c1, CN(C)C=O, [H-], [Na+], O=c1[nH]c(-c2ccccc2)c(-c2ccccc2)[nH]1. Product: N#Cc1cccc(Cn2c(-c3ccccc3)c(-c3ccccc3)[nH]c2=O)c1. RXN SMILES: [Br:19][CH2:20][c:21]1[cH:22][c:23]([C:24]#[N:25])[cH:26][cH:27][cH:28]1.[CH3:31][N:32]([CH3:33])[CH:34]=[O:35].[H-:29].[Na+:30].[c:1]1(-[c:7]2[nH:8][c:9](=[O:18])[nH:10][c:11]2-[c:12]2[cH:13][cH:14][cH:15][cH:16][cH:17]2)[cH:2][cH:3][cH:4][cH:5][cH:6]1>>[c:1]1(-[c:7]2[nH:8][c:9](=[O:18])[n:10]([CH2:20][c:21]3[cH:22][c:23]([C:24]#[N:25])[cH:26][cH:27][cH:28]3)[c:11]2-[c:12]2[cH:13][cH:14][cH:15][cH:16][cH:17]2)[cH:2][cH:3][cH:4][cH:5][cH:6]1. The reactants are C(#N)[BH3-].[Na+] (sodium cyanoborohydride), C(C)(=O)O (acetic acid), N1CCC(CC1)OC=1C=C2C=NNC2=CC1 (5-(piperidin-4-yloxy)-1H-indazole), C(O)([O-])=O.[Na+] (sodium hydrogencarbonate), C(#N)[BH3-].[Na+] (sodium cyanoborohydride), C(C)(=O)O (acetic acid). The solvent is CC(=O)C (acetone), O (water), CO (methanol), CC(=O)C (acetone). Reaction conditions: time 18 hour. Yields the product C(C)(C)N1CCC(CC1)OC=1C=C2C=NNC2=CC1 (5-[(1-isopropylpiperidin-4-yl)oxy]-1H-indazole). The yield is 31.0%. As a reaction SMILES: [NH:1]1[CH2:6][CH2:5][CH:4]([O:7][C:8]2[CH:9]=[C:10]3[C:14](=[CH:15][CH:16]=2)[NH:13][N:12]=[CH:11]3)[CH2:3][CH2:2]1.C([BH3-])#N.[Na+].[C:21](=O)([O-])O.[Na+].[C:26](O)(=O)[CH3:27]>CO.O.CC(C)=O>[CH:26]([N:1]1[CH2:2][CH2:3][CH:4]([O:7][C:8]2[CH:9]=[C:10]3[C:14](=[CH:15][CH:16]=2)[NH:13][N:12]=[CH:11]3)[CH2:5][CH2:6]1)([CH3:27])[CH3:21] |f:1.2,3.4|. Reported procedure: The 5-(piperidin-4-yloxy)-1H-indazole (80 mg, 0.368 mmol) obtained in Example 42 was suspended in methanol (2 ml), and acetone (0.031 ml, 1.10 mmol) and acetic acid (0.105 ml, 1.84 mmol) were added dropwise thereto. Then, sodium cyanoborohydride (116 mg, 1.84 mmol) was added thereto. After 18 hours, acetone, acetic acid and sodium cyanoborohydride were further added in the same amounts, respectively, as above. After 3 days, a saturated aqueous sodium hydrogencarbonate solution was added to the r... Reactants: Cc1nc(N2CCC(CC#N)CC2)c2sc(C)c(-c3c(C)cc(Br)cc3C)c2n1, CCO, [K+], [K+], [OH-], O, O=S(=O)([O-])O. Product: Cc1nc(N2CCC(CC(=O)O)CC2)c2sc(C)c(-c3c(C)cc(Br)cc3C)c2n1. As a reaction SMILES: [Br:1][c:2]1[cH:3][c:4]([CH3:29])[c:5](-[c:9]2[c:10]([CH3:28])[s:11][c:12]3[c:13]2[n:14][c:15]([CH3:27])[n:16][c:17]3[N:18]2[CH2:19][CH2:20][CH:21]([CH2:24][C:25]#[N:26])[CH2:22][CH2:23]2)[c:6]([CH3:8])[cH:7]1.[CH3:38][CH2:39][OH:40].[K+:31].[K+:37].[OH-:30].[OH2:41].[S:32]([O-:33])(=[O:34])(=[O:35])[OH:36]>>[Br:1][c:2]1[cH:3][c:4]([CH3:29])[c:5](-[c:9]2[c:10]([CH3:28])[s:11][c:12]3[c:13]2[n:14][c:15]([CH3:27])[n:16][c:17]3[N:18]2[CH2:19][CH2:20][CH:21]([CH2:24][C:25](=[O:30])[OH:33])[CH2:22][CH2:23]2)[c:6]([CH3:8])[cH:7]1. Starting materials: Cl.C(C)(C)(C)OC(CN(CC1=CC(=CC=C1)OC)S(=O)(=O)C1=CC=C2C(=CN=C(C2=C1)NC(=N)N)Cl)=O (N-[(4-Chloro-1-guanidino-7-isoquinolinyl)sulphonyl]-N-(3-methoxybenzyl)glycine t-butyl ester hydrochloride). The solvent is C(F)(F)(F)C(=O)O (CF3CO2H), C1(=CC=CC=C1)C (PhMe). Conditions: time 1 hour. Yields the product ClC1=CN=C(C2=CC(=CC=C12)S(=O)(=O)N(CC(=O)O)CC1=CC(=CC=C1)OC)NC(=N)N (N-[(4-chloro-1-guanidino-7-isoquinolinyl)sulphonyl]-N-(3-methoxybenzyl)glycine). Yield: 76.6%. As a reaction SMILES: Cl.C([O:6][C:7](=[O:37])[CH2:8][N:9]([S:19]([C:22]1[CH:31]=[C:30]2[C:25]([C:26]([Cl:36])=[CH:27][N:28]=[C:29]2[NH:32][C:33]([NH2:35])=[NH:34])=[CH:24][CH:23]=1)(=[O:21])=[O:20])[CH2:10][C:11]1[CH:16]=[CH:15][CH:14]=[C:13]([O:17][CH3:18])[CH:12]=1)(C)(C)C>C(C(O)=O)(F)(F)F.C1(C)C=CC=CC=1>[Cl:36][C:26]1[C:25]2[C:30](=[CH:31][C:22]([S:19]([N:9]([CH2:10][C:11]3[CH:16]=[CH:15][CH:14]=[C:13]([O:17][CH3:18])[CH:12]=3)[CH2:8][C:7]([OH:37])=[O:6])(=[O:20])=[O:21])=[CH:23][CH:24]=2)[C:29]([NH:32][C:33]([NH2:35])=[NH:34])=[N:28][CH:27]=1 |f:0.1|. Reported procedure: N-[(4-Chloro-1-guanidino-7-isoquinolinyl)sulphonyl]-N-(3-methoxybenzyl)glycine t-butyl ester hydrochloride (95 mg, 0.167 mmol) was dissolved in CF3CO2H (1.0 mL) and the mixture stirred at room temperature for 1 h. The mixture was diluted with PhMe and the solvents were evaporated in vacuo. The residue was dissolved in EtOAc and stirred at room temperature for 1 h. The resulting precipitate was collected by filtration, washed with Et2O and dried to give N-[(4-chloro-1-guanidino-7-isoquinolinyl)su... Starting materials: BrB(Br)Br, ClCCl, COc1ccc(S(=O)(=O)c2sc(S(N)(=O)=O)cc2C)cc1, CCOC(C)=O, O. Product: Cc1cc(S(N)(=O)=O)sc1S(=O)(=O)c1ccc(O)cc1. RXN SMILES: [B:22]([Br:23])([Br:24])[Br:25].[CH2:33]([Cl:34])[Cl:35].[CH3:1][O:2][c:3]1[cH:4][cH:5][c:6]([S:9](=[O:10])(=[O:11])[c:12]2[c:13]([CH3:21])[cH:14][c:15]([S:17](=[O:18])(=[O:19])[NH2:20])[s:16]2)[cH:7][cH:8]1.[CH3:27][CH2:28][O:29][C:30](=[O:31])[CH3:32].[OH2:26]>>[OH:2][c:3]1[cH:4][cH:5][c:6]([S:9](=[O:10])(=[O:11])[c:12]2[c:13]([CH3:21])[cH:14][c:15]([S:17](=[O:18])(=[O:19])[NH2:20])[s:16]2)[cH:7][cH:8]1.